describe an organic reaction: reactants, conditions, products, and yield From a dataset of the Open Reaction Database (ORD), a public repository of structured organic reaction records. Starting materials: [BH3-]C#N, CO, Cl, [Na+], CC(C(=O)O)c1ccc(C=C2CCCCC2=O)cc1. Product: CC(C(=O)O)c1ccc(C=C2CCCCC2O)cc1. As a reaction SMILES: [C:20]([BH3-:21])#[N:22].[CH3:25][OH:26].[ClH:24].[Na+:23].[O:1]=[C:2]1[C:3](=[CH:8][c:9]2[cH:10][cH:11][c:12]([CH:15]([C:16](=[O:17])[OH:18])[CH3:19])[cH:13][cH:14]2)[CH2:4][CH2:5][CH2:6][CH2:7]1>>[OH:1][CH:2]1[C:3](=[CH:8][c:9]2[cH:10][cH:11][c:12]([CH:15]([C:16](=[O:17])[OH:18])[CH3:19])[cH:13][cH:14]2)[CH2:4][CH2:5][CH2:6][CH2:7]1. The reactants are O=C([O-])[O-], CCOC(C)=O, CCCCO, CS(C)=O, ClCc1ccc2ccccc2n1, Cl, [Cs+], [Cs+], Oc1ccc(-n2cncc2-c2ccncc2)cc1. Yields the product c1ccc2nc(COc3ccc(-n4cncc4-c4ccncc4)cc3)ccc2c1. As a reaction SMILES: [C:32](=[O:33])([O-:34])[O-:35].[C:47]([O:48][CH2:49][CH3:50])(=[O:51])[CH3:52].[CH2:42]([OH:43])[CH2:44][CH2:45][CH3:46].[CH3:38][S:39]([CH3:40])=[O:41].[Cl:20][CH2:21][c:22]1[n:23][c:24]2[cH:25][cH:26][cH:27][cH:28][c:29]2[cH:30][cH:31]1.[ClH:19].[Cs+:36].[Cs+:37].[n:1]1[cH:2][cH:3][c:4](-[c:7]2[cH:8][n:9][cH:10][n:11]2-[c:12]2[cH:13][cH:14][c:15]([OH:18])[cH:16][cH:17]2)[cH:5][cH:6]1>>[n:1]1[cH:2][cH:3][c:4](-[c:7]2[cH:8][n:9][cH:10][n:11]2-[c:12]2[cH:13][cH:14][c:15]([O:18][CH2:21][c:22]3[n:23][c:24]4[cH:25][cH:26][cH:27][cH:28][c:29]4[cH:30][cH:31]3)[cH:16][cH:17]2)[cH:5][cH:6]1.